From a dataset of the Open Reaction Database (ORD), a public repository of structured organic reaction records. describe an organic reaction: reactants, conditions, products, and yield The reactants are C(C)(C)(C)C1=NN=C(S1)N1C(N(CCC1O)C)=O (Tetrahydro-1-(5-t-butyl-1,3,4-thiadiazol-2-yl)-3-methyl-6-hydroxy-2(1H) -pyrimidinone), ClC(=O)OC1=CC(=CC=C1)[N+](=O)[O-] (3-nitrophenyl chloroformate). Run in N1=CC=CC=C1 (pyridine), N1=CC=CC=C1 (pyridine). Reaction conditions: time 15 minute. Product: C(C)(C)(C)C1=NN=C(S1)N1C(N(CCC1OC(=O)OC1=CC(=CC=C1)[N+](=O)[O-])C)=O (tetrahydro-1-(5-t-butyl-1,3,4-thiadiazol-2-yl)-3-methyl-6 -(3-nitrophenoxycarbonyloxy)-2(1H)-pyrimidinone). As a reaction SMILES: [C:1]([C:5]1[S:9][C:8]([N:10]2[CH:15]([OH:16])[CH2:14][CH2:13][N:12]([CH3:17])[C:11]2=[O:18])=[N:7][N:6]=1)([CH3:4])([CH3:3])[CH3:2].Cl[C:20]([O:22][C:23]1[CH:28]=[CH:27][CH:26]=[C:25]([N+:29]([O-:31])=[O:30])[CH:24]=1)=[O:21]>N1C=CC=CC=1>[C:1]([C:5]1[S:9][C:8]([N:10]2[CH:15]([O:16][C:20]([O:22][C:23]3[CH:28]=[CH:27][CH:26]=[C:25]([N+:29]([O-:31])=[O:30])[CH:24]=3)=[O:21])[CH2:14][CH2:13][N:12]([CH3:17])[C:11]2=[O:18])=[N:7][N:6]=1)([CH3:4])([CH3:2])[CH3:3]. Procedure: Tetrahydro-1-(5-t-butyl-1,3,4-thiadiazol-2-yl)-3-methyl-6-hydroxy-2(1H) -pyrimidinone (0.05 mole) dissolved in pyridine (80 ml) is charged into a glass reaction vessel equipped with a mechanical stirrer and thermometer. The solution is cooled to a temperature of about 10° C and 3-nitrophenyl chloroformate (0.06 mole) dissolved in pyridine (25 ml) is slowly added with stirring over a period of about 15 minutes. After the addition is completed, the reaction mixture is warmed to room temperature an... Starting materials: N1=CC=C(C=C1)CC(=O)OCC (ethyl 4-pyridylacetate), CSC(=C(C#N)C#N)SC (3,3-bis(methylthio)-2-cyanoacrylonitrile), O1CCOCC1 (p-dioxane), [H-].[Na+] (NaH), ice water. The solvent is C(C)(=O)O (acetic acid). Reaction conditions: time 4 hour. Yields the product C(#N)C(=C(SC)C1=NC=CC(=C1)CC(=O)OCC)C#N (ethyl 2-(2,2-dicyano-1-methylthioethenyl)-4-pyridylacetate). Isolated yield 50.1%. As a reaction SMILES: [N:1]1[CH:6]=[CH:5][C:4]([CH2:7][C:8]([O:10][CH2:11][CH3:12])=[O:9])=[CH:3][CH:2]=1.[CH3:13][S:14][C:15](SC)=[C:16]([C:19]#[N:20])[C:17]#[N:18].O1CCOCC1.[H-].[Na+]>C(O)(=O)C>[C:17]([C:16]([C:19]#[N:20])=[C:15]([C:2]1[CH:3]=[C:4]([CH2:7][C:8]([O:10][CH2:11][CH3:12])=[O:9])[CH:5]=[CH:6][N:1]=1)[S:14][CH3:13])#[N:18] |f:3.4|. Procedure details: To a mixture of ethyl 4-pyridylacetate (46.7 g, 0.28 mol), 3,3-bis(methylthio)-2-cyanoacrylonitrile (47.6 g, 0.28 mol) and p-dioxane (300 ml) cooled in an ice bath was added 60% NaH (11.2 g, 0.28 mol) over 30 minutes. The mixture was slowly warmed to room temperature over 2 hours and was stirred at ambient temperature for 4 hours. The mixture was poured into ice-water, acidified with acetic acid and the resulting precipitate was collected by filtration and washed with water. The product was recr... Starting materials: [H-].[Na+] (sodium hydride), C(C(=O)O)(=O)O (oxalic acid), C(\C=C/C(=O)O)(=O)O.CC(C1=CC=CC=C1)N1CC(C1)O (1-(α-Methylbenzyl)-3-hydroxyazetidine maleate), ClC=1C=C(C=CC1)F (3-chlorofluorobenzene). Solvent: [K] (potassium), CN(C=O)C (dimethylformamide). Reaction conditions: temperature 90 celsius. Yields the product C(C(=O)O)(=O)O.ClC=1C=C(OC2CN(C2)C(C2=CC=CC=C2)C)C=CC1 (3-(3-chlorophenoxy)-1-(α-methylbenzyl)azetidine Oxalate). As a reaction SMILES: C(O)(=O)/C=C\C(O)=O.[CH3:9][CH:10]([N:17]1[CH2:20][CH:19]([OH:21])[CH2:18]1)[C:11]1[CH:16]=[CH:15][CH:14]=[CH:13][CH:12]=1.[H-].[Na+].[Cl:24][C:25]1[CH:26]=[C:27](F)[CH:28]=[CH:29][CH:30]=1.[C:32]([OH:37])(=[O:36])[C:33]([OH:35])=[O:34]>[K].CN(C)C=O>[C:32]([OH:37])(=[O:36])[C:33]([OH:35])=[O:34].[Cl:24][C:25]1[CH:30]=[C:29]([CH:28]=[CH:27][CH:26]=1)[O:21][CH:19]1[CH2:20][N:17]([CH:10]([CH3:9])[C:11]2[CH:16]=[CH:15][CH:14]=[CH:13][CH:12]=2)[CH2:18]1 |f:0.1,2.3,8.9,^1:37|. Procedure details: 1-(α-Methylbenzyl)-3-hydroxyazetidine maleate (393 g., 1.3 moles) was partitioned in dilute potassium hydroxidebenzene. The separated dried benzene solution was concentrated, the residual oil dissolved in 250 ml. of dimethylformamide and added dropwise to a stirred suspension of 53 g. (1.1 moles) of 50% sodium hydride in 750 ml. of dimethylformamide at 90° C. The mixture was heated at 90° C. for 1 hr. and 130.5 g. (1-mole) of 3-chlorofluorobenzene added dropwise at 90° C. The mixture was refluxe... The reactants are NC1=C2N=CN(C2=NC=N1)[C@@H]1O[C@@H]([C@@H]2[C@H]1OC(O2)(C)C)CN(C2CC(C2)C(=O)OC)C (methyl 3-((((3aR,4R,6R,6aR)-6-(6-amino-9H-purin-9-yl)-2,2-dimethyltetrahydrofuro[3,4-d][1,3]dioxol-4-yl)methyl)(methyl)amino)cyclobutanecarboxylate), [H-].[H-].[H-].[H-].[Li+].[Al+3] (LiAlH4), O (Water), [OH-].[Na+] (NaOH). The solvent is C1CCOC1 (THF). Run at time 8 hour. Yields the product NC1=C2N=CN(C2=NC=N1)[C@@H]1O[C@@H]([C@@H]2[C@H]1OC(O2)(C)C)CN(C2CC(C2)CO)C ((3-((((3aR,4R,6R,6aR)-6-(6-amino-9H-purin-9-yl)-2,2-dimethyltetrahydrofuro[3,4-d][1,3]dioxol-4-yl)methyl)(methyl)amino)cyclobutyl)methanol). Reaction SMILES: [NH2:1][C:2]1[N:10]=[CH:9][N:8]=[C:7]2[C:3]=1[N:4]=[CH:5][N:6]2[C@H:11]1[C@@H:15]2[O:16][C:17]([CH3:20])([CH3:19])[O:18][C@@H:14]2[C@@H:13]([CH2:21][N:22]([CH3:31])[CH:23]2[CH2:26][CH:25]([C:27](OC)=[O:28])[CH2:24]2)[O:12]1.[H-].[H-].[H-].[H-].[Li+].[Al+3].O.[OH-].[Na+]>C1COCC1>[NH2:1][C:2]1[N:10]=[CH:9][N:8]=[C:7]2[C:3]=1[N:4]=[CH:5][N:6]2[C@H:11]1[C@@H:15]2[O:16][C:17]([CH3:19])([CH3:20])[O:18][C@@H:14]2[C@@H:13]([CH2:21][N:22]([CH3:31])[CH:23]2[CH2:24][CH:25]([CH2:27][OH:28])[CH2:26]2)[O:12]1 |f:1.2.3.4.5.6,8.9|. Reported procedure: To a solution of methyl 3-((((3aR,4R,6R,6aR)-6-(6-amino-9H-purin-9-yl)-2,2-dimethyltetrahydrofuro[3,4-d][1,3]dioxol-4-yl)methyl)(methyl)amino)cyclobutanecarboxylate (1.0 g, 2.31 mmol) in THF (40 ml) was added LiAlH4 (0.53 g, 13.89 mmol) at 0° C. and the mixture was stirred overnight. Water (1.0 g) and 15% NaOH solution (3.0 g) were added slowly to the mixture and upon stirring for 15 min, the mixture was filtered. The filtrate was concentrated to obtain the crude title compound which was used di... The reactants are SC1=CC=C(C=C1)C(C)=O (4'-mercaptoacetophenone), C(C)OC(=O)N1CC(CC1)(OC)C1=CC(=CC=C1)I (1-ethoxycarbonyl-3-(3-iodophenyl)-3-methoxypyrrolidine). The product is C(C)(=O)C1=CC=C(C=C1)SC=1C=C(C=CC1)C1(CN(CC1)C(=O)OCC)OC (3-[3-(4-acetylphenylthio)phenyl]-1-ethoxycarbonyl-3-methoxypyrrolidine). The yield is 24.0%. RXN SMILES: [SH:1][C:2]1[CH:7]=[CH:6][C:5]([C:8](=[O:10])[CH3:9])=[CH:4][CH:3]=1.[CH2:11]([O:13][C:14]([N:16]1[CH2:20][CH2:19][C:18]([C:23]2[CH:28]=[CH:27][CH:26]=[C:25](I)[CH:24]=2)([O:21][CH3:22])[CH2:17]1)=[O:15])[CH3:12]>>[C:8]([C:5]1[CH:6]=[CH:7][C:2]([S:1][C:27]2[CH:28]=[C:23]([C:18]3([O:21][CH3:22])[CH2:19][CH2:20][N:16]([C:14]([O:13][CH2:11][CH3:12])=[O:15])[CH2:17]3)[CH:24]=[CH:25][CH:26]=2)=[CH:3][CH:4]=1)(=[O:10])[CH3:9]. Procedure: Using an analogous procedure to that described in Example 10, 4'-mercaptoacetophenone was reacted with 1-ethoxycarbonyl-3-(3-iodophenyl)-3-methoxypyrrolidine to give 3-[3-(4-acetylphenylthio)phenyl]-1-ethoxycarbonyl-3-methoxypyrrolidine as a gum in 24% yield. Yields the product C(C)(C)(C)C(=O)CN1C(C(CN(C2=C1C=C(C=C2)C)C2=CC=CC=C2)NC(=O)OC(C)(C)C)=O (1-tert-butylcarbonylmethyl-2-oxo-3-tert-butoxycarbonylamino-5-phenyl-8-methyl-1,3,4,5-tetrahydro-2H-1,5-benzodiazepine). Reaction SMILES: [H-].[Na+].[O:3]=[C:4]1[NH:10][C:9]2[CH:11]=[C:12]([CH3:15])[CH:13]=[CH:14][C:8]=2[N:7]([C:16]2[CH:21]=[CH:20][CH:19]=[CH:18][CH:17]=2)[CH2:6][CH:5]1[NH:22][C:23]([O:25][C:26]([CH3:29])([CH3:28])[CH3:27])=[O:24].Br[CH2:31][C:32]([C:34]([CH3:37])([CH3:36])[CH3:35])=[O:33]>CN(C)C=O>[C:34]([C:32]([CH2:31][N:10]1[C:9]2[CH:11]=[C:12]([CH3:15])[CH:13]=[CH:14][C:8]=2[N:7]([C:16]2[CH:21]=[CH:20][CH:19]=[CH:18][CH:17]=2)[CH2:6][CH:5]([NH:22][C:23]([O:25][C:26]([CH3:29])([CH3:28])[CH3:27])=[O:24])[C:4]1=[O:3])=[O:33])([CH3:37])([CH3:36])[CH3:35] |f:0.1|. Reactants: [H-].[Na+] (Sodium hydride), Ice water, O=C1C(CN(C2=C(N1)C=C(C=C2)C)C2=CC=CC=C2)NC(=O)OC(C)(C)C (2-oxo-3-tert-butoxycarbonylamino-5-phenyl-8-methyl-1,3,4,5-tetrahydro-2H-1,5-benzodiazepine), BrCC(=O)C(C)(C)C (bromomethyl-tert-butylketone). Solvent: CN(C=O)C (N,N-dimethylformamide). Reaction conditions: time 1 hour. Reported procedure: 60% Sodium hydride (33 mg) was suspended in anhydrous N,N-dimethylformamide (10 ml), under ice-cooling 2-oxo-3-tert-butoxycarbonylamino-5-phenyl-8-methyl-1,3,4,5-tetrahydro-2H-1,5-benzodiazepine (200 mg) obtained from Referentioal Example 5, and the mixture was stirred for one hour at room temperature. Subsequently, bromomethyl-tert-butylketone (147 mg) was added, stirred for one hour at room temperature. Ice-water was added to the reaction mixture, extracted with ethyl acetate, the organic laye... The yield is 55.2%.